From a dataset of the Open Reaction Database (ORD), a public repository of structured organic reaction records. describe an organic reaction: reactants, conditions, products, and yield Reactants: BrC=1SC2=C(N1)C=C(C(=C2C2=CC=C(C=C2)Cl)OC)C (2-bromo-7-(4-chlorophenyl)-6-methoxy-5-methylbenzo[d]thiazole), CNC (dimethylamine), C1CCOC1 (THF). The solvent is CN(C)C=O (DMF). Run at temperature 80 celsius. Yields the product COC1=CC2=C(N=C(S2)N(C)C)C=C1C (6-methoxy-N,N,5-trimethylbenzo[d]thiazol-2-amine). As a reaction SMILES: Br[C:2]1[S:3][C:4]2[C:10](C3C=CC(Cl)=CC=3)=[C:9]([O:18][CH3:19])[C:8]([CH3:20])=[CH:7][C:5]=2[N:6]=1.[CH3:21][NH:22][CH3:23].C1COCC1>CN(C=O)C>[CH3:19][O:18][C:9]1[C:8]([CH3:20])=[CH:7][C:5]2[N:6]=[C:2]([N:22]([CH3:23])[CH3:21])[S:3][C:4]=2[CH:10]=1. Procedure details: To a solution of 2-bromo-7-(4-chlorophenyl)-6-methoxy-5-methylbenzo[d]thiazole (8C) (135 mg, 0.37 mmol) in DMF (2 ml), was added dimethylamine in THF (2M, 0.46 ml, 0.92 mmol). The reaction mixture was stirred at 80° C. After the reaction finished, the reaction was cooled and concentrated. The residue was purified by silica gel column, eluting by 0-100% EtOAc in hexanes. LCMS-ESI+: calc'd for C17H17ClN2OS: 333.1 (M+H+). Found: 333.1 (M+H+). Reactants: BrCc1ccccc1, O=C([O-])[O-], CC(C)=O, COc1ccc(COC(c2ccc(O)c(Cl)c2)(C(F)(F)F)C(F)(F)F)cc1, [Cs+], [Cs+], [I-], [K+]. The product is COc1ccc(COC(c2ccc(OCc3ccccc3)c(Cl)c2)(C(F)(F)F)C(F)(F)F)cc1. RXN SMILES: [Br:28][CH2:29][c:30]1[cH:31][cH:32][cH:33][cH:34][cH:35]1.[C:36](=[O:37])([O-:38])[O-:39].[CH3:44][C:45](=[O:46])[CH3:47].[Cl:1][c:2]1[c:3]([OH:27])[cH:4][cH:5][c:6]([C:8]([C:9]([F:10])([F:11])[F:12])([C:13]([F:14])([F:15])[F:16])[O:17][CH2:18][c:19]2[cH:20][cH:21][c:22]([O:25][CH3:26])[cH:23][cH:24]2)[cH:7]1.[Cs+:40].[Cs+:41].[I-:43].[K+:42]>>[Cl:1][c:2]1[c:3]([O:27][CH2:29][c:30]2[cH:31][cH:32][cH:33][cH:34][cH:35]2)[cH:4][cH:5][c:6]([C:8]([C:9]([F:10])([F:11])[F:12])([C:13]([F:14])([F:15])[F:16])[O:17][CH2:18][c:19]2[cH:20][cH:21][c:22]([O:25][CH3:26])[cH:23][cH:24]2)[cH:7]1. Reactants: C([O-])([O-])=O.[K+].[K+] (potassium carbonate), C1(=CC=CC=C1)/C=C/C=1CCNCC1 ((E)-4-(2-phenylethenyl)-1,2,3,6-tetrahydropyridine), S(=O)(Cl)Cl (Thionyl chloride), OCC=1C2=C(OC1)C=CC=C2 (3-hydroxymethylbenzo[b]furan). Solvent: CCOCC (ether), O (water). Reaction conditions: time 2.5 hour. Yields the product C1(=CC=CC=C1)/C=C/C=1CCN(CC1)CC=1C2=C(OC1)C=CC=C2 (3-[4-(E)-(2-Phenylethenyl)-1,2,3,6-tetrahydropyridin-1-yl]methylbenzo[b]furan). Yield: 49.2%. As a reaction SMILES: S(Cl)(Cl)=O.O[CH2:6][C:7]1[C:8]2[CH:15]=[CH:14][CH:13]=[CH:12][C:9]=2[O:10][CH:11]=1.C(=O)([O-])[O-].[K+].[K+].[C:22]1(/[CH:28]=[CH:29]/[C:30]2[CH2:31][CH2:32][NH:33][CH2:34][CH:35]=2)[CH:27]=[CH:26][CH:25]=[CH:24][CH:23]=1>CCOCC.O>[C:22]1(/[CH:28]=[CH:29]/[C:30]2[CH2:35][CH2:34][N:33]([CH2:6][C:7]3[C:8]4[CH:15]=[CH:14][CH:13]=[CH:12][C:9]=4[O:10][CH:11]=3)[CH2:32][CH:31]=2)[CH:27]=[CH:26][CH:25]=[CH:24][CH:23]=1 |f:2.3.4|. Procedure details: Thionyl chloride (0.25 ml 3.4 mmol) was added to a solution of 3-hydroxymethylbenzo[b]furan (0.4515 g, 3.05 mmol) in anhydrous ether (10 ml), the mixture was stirred at room temperature for 2.5 hours and evaporated to dryness. The residue was dissolved in anhydrous dimethylformamide (10 ml), potassium carbonate (1.05 g, 7.60 mmol) and (E)-4-(2-phenylethenyl)-1,2,3,6-tetrahydropyridine (0.68 g, 3.67 mmol) was added and the mixture stirred at room temperature, under nitrogen, overnight (20 hours).... Reaction SMILES: C1O[C:4]2([CH2:9][CH2:8][CH:7]([C:10]3[CH:15]=[CH:14][C:13]([O:16][CH2:17][CH3:18])=[C:12]([F:19])[C:11]=3[F:20])[CH2:6][CH2:5]2)[O:3]C1.C(O)=O>C1(C)C=CC=CC=1>[F:20][C:11]1[C:12]([F:19])=[C:13]([O:16][CH2:17][CH3:18])[CH:14]=[CH:15][C:10]=1[CH:7]1[CH2:8][CH2:9][C:4](=[O:3])[CH2:5][CH2:6]1. Solvent: C1(=CC=CC=C1)C (toluene). Isolated yield 100.0%. The reactants are C1COC2(CCC(CC2)C2=C(C(=C(C=C2)OCC)F)F)O1 (4-(2,3-difluoro-4-ethoxyphenyl)-cyclohexanone monoethylene acetal), C(=O)O (formic acid). Yields the product FC1=C(C=CC(=C1F)OCC)C1CCC(CC1)=O (4-(2,3-difluoro-4-ethoxyphenyl)-cyclohexanone). Reported procedure: Crude 4-(2,3-difluoro-4-ethoxyphenyl)-cyclohexanone monoethylene acetal (50.3 mmol) obtained in Step 1 was dissolved in 200 ml of toluene, 87% formic acid (503 mmol) was added, and the solution was heated to reflux for 4 hours. The reaction solution was washed twice with 100 ml of a saturated aqueous solution of sodium hydrogen carbonate, then three times with 100 ml of water, and dried over anhydrous magnesium sulfate. The solvent was distilled off under reduced pressure, to form crude 4-(2,3-d... Reactants: C(#C)[C-]1C=CC=C1.[CH-]1C=CC=C1.[Fe+2] (Ethynylferrocene), IC1=CC(=CC=C1)I (1,3-diiodobenzene). The product is [C-]1(C=CC=C1)C#CC1=CC(=CC=C1)I.[CH-]1C=CC=C1.[Fe+2] (1-(ferrocenylethynyl)-3-iodobenzene). RXN SMILES: [C:1]([C-:3]1[CH:7]=[CH:6][CH:5]=[CH:4]1)#[CH:2].[CH-:8]1[CH:12]=[CH:11][CH:10]=[CH:9]1.[Fe+2:13].[I:14][C:15]1[CH:20]=[CH:19][CH:18]=[C:17](I)[CH:16]=1>>[C-:3]1([C:1]#[C:2][C:17]2[CH:18]=[CH:19][CH:20]=[C:15]([I:14])[CH:16]=2)[CH:7]=[CH:6][CH:5]=[CH:4]1.[CH-:8]1[CH:12]=[CH:11][CH:10]=[CH:9]1.[Fe+2:13] |f:0.1.2,4.5.6|. Procedure: Ethynylferrocene 500 was reacted with 1,3-diiodobenzene 502 to form 1-(ferrocenylethynyl)-3-iodobenzene 504. Sufficient ethynylferrocene 500 was present such that the second step of the reaction immediately proceeded. 1-(Ferrocenylethynyl)-3-iodobenzene 504 reacted with ethynylferrocene 514 to form 1,3-bis(ferrocenylethynyl) benzene 516. The reaction procedure is shown in FIG. 5. The reactants are OC1=CC(=CC=2OC(C3C(C21)C=C(CC3)C)(C)C)CCCCC (1-Hydroxy-3-n-pentyl-6,6,9-trimethyl-10a,6a ,7,8-tetrahydrodibenzo[ b,d] pyran), C(Cl)Cl (methylene chloride), product, Br.O1CCN(CC1)CCCC(=O)O (γ-morpholinobutyric acid hydrobromide), C1(CCCCC1)N=C=NC1CCCCC1 (dicyclohexylcarbodiimide). Solvent: CO.C(Cl)(Cl)Cl (MeOH CHCl3). Yields the product Br.O1CCN(CC1)CCCC(=O)OC1=CC(=CC=2OC(C3C(C21)C=C(CC3)C)(C)C)CCCCC (1-[4-(Morpholino)butyryloxy]-3-n-pentyl-6,6,9-trimethyl- 6a,7,8,10 a-tetrahydrodibenzo[ b,d]pyran hydrobromide). Reaction SMILES: [OH:1][C:2]1[C:11]2[CH:10]3[CH:12]=[C:13]([CH3:16])[CH2:14][CH2:15][CH:9]3[C:8]([CH3:18])([CH3:17])[O:7][C:6]=2[CH:5]=[C:4]([CH2:19][CH2:20][CH2:21][CH2:22][CH3:23])[CH:3]=1.[BrH:24].[O:25]1[CH2:30][CH2:29][N:28]([CH2:31][CH2:32][CH2:33][C:34](O)=[O:35])[CH2:27][CH2:26]1.C1(N=C=NC2CCCCC2)CCCCC1.C(Cl)Cl>CO.C(Cl)(Cl)Cl>[BrH:24].[O:25]1[CH2:30][CH2:29][N:28]([CH2:31][CH2:32][CH2:33][C:34]([O:1][C:2]2[C:11]3[CH:10]4[CH:12]=[C:13]([CH3:16])[CH2:14][CH2:15][CH:9]4[C:8]([CH3:17])([CH3:18])[O:7][C:6]=3[CH:5]=[C:4]([CH2:19][CH2:20][CH2:21][CH2:22][CH3:23])[CH:3]=2)=[O:35])[CH2:27][CH2:26]1 |f:1.2,5.6,7.8|. Procedure: 3.54 g. (11.27 mmole) of 1-Hydroxy-3-n-pentyl-6,6,9-trimethyl-10a,6a ,7,8-tetrahydrodibenzo[ b,d] pyran, 2.86 g. (11.27 mmole) of γ-morpholinobutyric acid hydrobromide and 2.50 g. (12.12 mole) of dicyclohexylcarbodiimide were combined in 200 ml. of methylene chloride and stirred at room temperature for 24 hours. The reaction mixture was cooled and the by-product of dicyclohexylurea was removed by filtration. The volume of methylene chloride was reduced and 25 ml. of cyclohexane was added. The mi...